Task: describe an organic reaction: reactants, conditions, products, and yield. Dataset: the Open Reaction Database (ORD), a public repository of structured organic reaction records Reactants: C(C)C1=CC=C2N1N=C1C(=C2C=2C=C(C#N)C=CC2)S(CC1=O)(=O)=O (3-(6-ethyl-1,1-dioxido-3-oxo-2,3-dihydropyrrolo[1,2-b]thieno[2,3-e]pyridazin-9-yl)benzonitrile), solution. The solvent is O1CCCC1 (tetrahydrofuran), O1CCCC1 (tetrahydrofuran). Conditions: time 1 hour. Yields the product C(C)C1=CC=C2N1N=C1C(=C2C=2C=C(C#N)C=CC2)S(CC1O)(=O)=O (3-(6-ethyl-3-hydroxy-1,1-dioxido-2,3-dihydropyrrolo[1,2-b]thieno[2,3-e]pyridazin-9-yl)-benzonitrile). Yield: 954.5%. Reaction SMILES: [CH2:1]([C:3]1[N:7]2[N:8]=[C:9]3[C:22](=[O:23])[CH2:21][S:20](=[O:25])(=[O:24])[C:10]3=[C:11]([C:12]3[CH:13]=[C:14]([CH:17]=[CH:18][CH:19]=3)[C:15]#[N:16])[C:6]2=[CH:5][CH:4]=1)[CH3:2]>O1CCCC1>[CH2:1]([C:3]1[N:7]2[N:8]=[C:9]3[CH:22]([OH:23])[CH2:21][S:20](=[O:24])(=[O:25])[C:10]3=[C:11]([C:12]3[CH:13]=[C:14]([CH:17]=[CH:18][CH:19]=3)[C:15]#[N:16])[C:6]2=[CH:5][CH:4]=1)[CH3:2]. Procedure details: To a solution of 3-(6-ethyl-1,1-dioxido-3-oxo-2,3-dihydropyrrolo[1,2-b]thieno[2,3-e]pyridazin-9-yl)benzonitrile (60.0 mg) in tetrahydrofuran (0.2 mL) was added 1 M solution of borane-tetrahydrofuran complex in tetrahydrofuran (0.487 mL) under an ice-bath. After stirring for 1 hour, the reaction was quenched by adding 1N hydrochloric acid (1 mL). The mixture was partitioned between ethyl acetate (20 mL) and water (10 mL), and the organic layer was washed with brine, dried, and evaporated to give ... Starting materials: N#Cc1cc2c(cc1C(F)(F)F)nc(Cl)c(=O)n2OCc1ccccc1, ClCCl, NN, O, O. Product: N#Cc1cc2c(cc1C(F)(F)F)nc(NN)c(=O)n2OCc1ccccc1. Reaction SMILES: [CH2:1]([c:2]1[cH:3][cH:4][cH:5][cH:6][cH:7]1)[O:8][n:9]1[c:10](=[O:26])[c:11]([Cl:25])[n:12][c:13]2[cH:14][c:15]([C:21]([F:22])([F:23])[F:24])[c:16]([C:19]#[N:20])[cH:17][c:18]12.[Cl:31][CH2:32][Cl:33].[NH2:28][NH2:29].[OH2:27].[OH2:30]>>[CH2:1]([c:2]1[cH:3][cH:4][cH:5][cH:6][cH:7]1)[O:8][n:9]1[c:10](=[O:26])[c:11]([NH:28][NH2:29])[n:12][c:13]2[cH:14][c:15]([C:21]([F:22])([F:23])[F:24])[c:16]([C:19]#[N:20])[cH:17][c:18]12. Reaction SMILES: Cl.Cl.[O:3]1[C:7]2[CH:8]=[CH:9][CH:10]=[C:11]([CH:12]3[CH2:17][CH2:16][N:15]([CH2:18][CH2:19][C@H:20]4[CH2:25][CH2:24][C@H:23]([NH2:26])[CH2:22][CH2:21]4)[CH2:14][CH2:13]3)[C:6]=2[CH2:5][CH2:4]1.[F:27][C:28]1[CH:36]=[CH:35][C:31]([C:32](O)=[O:33])=[CH:30][CH:29]=1>>[O:3]1[C:7]2[CH:8]=[CH:9][CH:10]=[C:11]([CH:12]3[CH2:17][CH2:16][N:15]([CH2:18][CH2:19][C@H:20]4[CH2:21][CH2:22][C@H:23]([NH:26][C:32](=[O:33])[C:31]5[CH:35]=[CH:36][C:28]([F:27])=[CH:29][CH:30]=5)[CH2:24][CH2:25]4)[CH2:14][CH2:13]3)[C:6]=2[CH2:5][CH2:4]1 |f:0.1.2|. Product: O1CCC2=C1C=CC=C2C2CCN(CC2)CC[C@@H]2CC[C@H](CC2)NC(C2=CC=C(C=C2)F)=O (trans-N-(4-{2-[4-(2,3-Dihydro-benzofuran-4-yl)-piperidin-1-yl]-ethyl}-cyclohexyl)-4-fluoro-benzamide). The reactants are solid, Cl.Cl.O1CCC2=C1C=CC=C2C2CCN(CC2)CC[C@@H]2CC[C@H](CC2)N (trans-4-{2-[4-(2,3-dihydro-benzofuran-4-yl)-piperidin-1-yl]-ethyl}-cyclohexylamine dihydrochloride), Cl.Cl.O1CCC2=C1C=CC=C2C2CCN(CC2)CC[C@@H]2CC[C@H](CC2)N (trans-4-{2-[4-(2,3-dihydro-benzofuran-4-yl)-piperidin-1-yl]-ethyl}-cyclohexylamine dihydrochloride), FC1=CC=C(C(=O)O)C=C1 (4-fluoro-benzoic acid). Procedure: The title compound, light yellow solid (72 mg, 64%), MS (ISP) m/z=451.3 [(M+H)+], mp 213° C., was prepared in accordance with the general method of example 1 from trans-4-{2-[4-(2,3-dihydro-benzofuran-4-yl)-piperidin-1-yl]-ethyl}-cyclohexylamine dihydrochloride (intermediate B) (100 mg, 0.25 mmol) and 4-fluoro-benzoic acid. The reactants are O=C([O-])O, COc1c(OCc2ccccc2)ccc(C#N)c1[N+](=O)[O-], CC(=O)O, [Fe], [Na+], O. Yields the product COc1c(OCc2ccccc2)ccc(C#N)c1N. RXN SMILES: [C:22](=[O:23])([OH:24])[O-:25].[CH2:1]([c:2]1[cH:3][cH:4][cH:5][cH:6][cH:7]1)[O:8][c:9]1[c:10]([O:20][CH3:21])[c:11]([N+:17]([O-:18])=[O:19])[c:12]([C:13]#[N:14])[cH:15][cH:16]1.[CH3:27][C:28](=[O:29])[OH:30].[Fe:32].[Na+:26].[OH2:31]>>[CH2:1]([c:2]1[cH:3][cH:4][cH:5][cH:6][cH:7]1)[O:8][c:9]1[c:10]([O:20][CH3:21])[c:11]([NH2:17])[c:12]([C:13]#[N:14])[cH:15][cH:16]1. Reactants: F[B-](F)(F)F, C#Cc1ccc(C(=O)O)s1, COCC(N)C(=O)Nc1ccc(N2CCOCC2=O)c(C)c1, CN(C)C=O, CN(C)C(On1nnc2ccccc21)=[N+](C)C. Yields the product C#Cc1ccc(C(=O)NC(COC)C(=O)Nc2ccc(N3CCOCC3=O)c(C)c2)s1. As a reaction SMILES: [B-:33]([F:34])([F:35])([F:36])[F:37].[C:1](#[CH:2])[c:3]1[cH:4][cH:5][c:6]([C:8](=[O:9])[OH:10])[s:7]1.[NH2:11][CH:12]([C:13](=[O:14])[NH:15][c:16]1[cH:17][c:18]([CH3:29])[c:19]([N:22]2[C:23](=[O:28])[CH2:24][O:25][CH2:26][CH2:27]2)[cH:20][cH:21]1)[CH2:30][O:31][CH3:32].[O:55]=[CH:56][N:57]([CH3:58])[CH3:59].[n:38]1([O:39][C:40]([N:41]([CH3:42])[CH3:43])=[N+:44]([CH3:45])[CH3:46])[c:47]2[cH:48][cH:49][cH:50][cH:51][c:52]2[n:53][n:54]1>>[C:1](#[CH:2])[c:3]1[cH:4][cH:5][c:6]([C:8](=[O:10])[NH:11][CH:12]([C:13](=[O:14])[NH:15][c:16]2[cH:17][c:18]([CH3:29])[c:19]([N:22]3[C:23](=[O:28])[CH2:24][O:25][CH2:26][CH2:27]3)[cH:20][cH:21]2)[CH2:30][O:31][CH3:32])[s:7]1. Starting materials: COc1cc(COC2CN(C(=O)OC(C)(C)C)CC(OCC3CO3)C2c2ccc(OCCCOc3ccccc3[N+](=O)[O-])cc2)cc2ccccc12, CN(C)C=O, [H-], [Na+], c1nc[nH]n1. Reaction SMILES: [C:1]([CH3:2])([CH3:3])([CH3:4])[O:5][C:6](=[O:7])[N:8]1[CH2:9][CH:10]([O:39][CH2:40][c:41]2[cH:42][c:43]3[cH:44][cH:45][cH:46][cH:47][c:48]3[c:49]([O:51][CH3:52])[cH:50]2)[CH:11]([c:19]2[cH:20][cH:21][c:22]([O:25][CH2:26][CH2:27][CH2:28][O:29][c:30]3[c:31]([N+:36](=[O:37])[O-:38])[cH:32][cH:33][cH:34][cH:35]3)[cH:23][cH:24]2)[CH:12]([O:14][CH2:15][CH:16]2[O:17][CH2:18]2)[CH2:13]1.[CH3:60][N:61]([CH3:62])[CH:63]=[O:64].[H-:58].[Na+:59].[nH:53]1[n:54][cH:55][n:56][cH:57]1>>[C:1]([CH3:2])([CH3:3])([CH3:4])[O:5][C:6](=[O:7])[N:8]1[CH2:9][CH:10]([O:39][CH2:40][c:41]2[cH:42][c:43]3[cH:44][cH:45][cH:46][cH:47][c:48]3[c:49]([O:51][CH3:52])[cH:50]2)[CH:11]([c:19]2[cH:20][cH:21][c:22]([O:25][CH2:26][CH2:27][CH2:28][O:29][c:30]3[c:31]([N+:36](=[O:37])[O-:38])[cH:32][cH:33][cH:34][cH:35]3)[cH:23][cH:24]2)[CH:12]([O:14][CH2:15][CH:16]([OH:17])[CH2:18][n:53]2[n:54][cH:55][n:56][cH:57]2)[CH2:13]1. Yields the product COc1cc(COC2CN(C(=O)OC(C)(C)C)CC(OCC(O)Cn3cncn3)C2c2ccc(OCCCOc3ccccc3[N+](=O)[O-])cc2)cc2ccccc12.